This data is from the Open Reaction Database (ORD), a public repository of structured organic reaction records. The task is: describe an organic reaction: reactants, conditions, products, and yield The reactants are OCCNC(=S)NCCO (1,3-bis(2-hydroxyethyl)-thiourea), O=CC(Cl)(Cl)Cl (chloral), viscous syrupy product. Run at temperature 80 celsius. The product is ClC(C(O)N(C(=S)N(CCO)C(C(Cl)(Cl)Cl)O)CCO)(Cl)Cl (1,3-Bis(2,2,2-trichloro-1-hydroxyethyl)-1,3-bis(2-hydroxyethyl)thiourea). Reaction SMILES: [OH:1][CH2:2][CH2:3][NH:4][C:5]([NH:7][CH2:8][CH2:9][OH:10])=[S:6].[O:11]=[CH:12][C:13]([Cl:16])([Cl:15])[Cl:14]>>[Cl:14][C:13]([Cl:16])([Cl:15])[CH:12]([N:4]([CH2:3][CH2:2][OH:1])[C:5]([N:7]([CH:12]([OH:11])[C:13]([Cl:16])([Cl:15])[Cl:14])[CH2:8][CH2:9][OH:10])=[S:6])[OH:11]. Procedure details: To 98.4 g (0.6 mole) of 1,3-bis(2-hydroxyethyl)-thiourea at 65° C. was slowly added 182 g (1.24 moles) of chloral while the temperature was maintained below 75° C. by means of external cooling. The reaction mixture was vigorously stirred and heated at 80° C. for 1 hour. On cooling 275 g of a viscous syrupy product was isolated. Reactants: CC(C)CCBr, N#Cc1cccnc1, CCOCC, [Cl-], Cl, [NH4+]. Yields the product CC(C)CCC(=O)c1cccnc1. RXN SMILES: [Br:9][CH2:10][CH2:11][CH:12]([CH3:13])[CH3:14].[C:1](#[N:2])[c:3]1[cH:4][n:5][cH:6][cH:7][cH:8]1.[CH3:16][CH2:17][O:18][CH2:19][CH3:20].[Cl-:21].[ClH:15].[NH4+:22]>>[C:1]([c:3]1[cH:4][n:5][cH:6][cH:7][cH:8]1)([CH2:10][CH2:11][CH:12]([CH3:13])[CH3:14])=[O:18]. Starting materials: [N+](=O)([O-])C1=CC=C(C=C1)C1=NC2=CC=CC=C2C(=N1)C(=O)OCC (ethyl 2-(4-nitrophenyl)quinazoline-4-carboxylate), [OH-].[Na+] (sodium hydroxide), [O-]S(=O)(=S)[O-].[Na+].[Na+] (sodium hyposulfite). The solvent is O (water). Conditions: temperature 80 celsius, time 12 hour. Yields the product NC1=CC=C(C=C1)C1=NC2=CC=CC=C2C(=N1)C(=O)OCC (ethyl 2-(4-aminophenyl)quinazoline-4-carboxylate). RXN SMILES: [N+:1]([C:4]1[CH:9]=[CH:8][C:7]([C:10]2[N:19]=[C:18]([C:20]([O:22][CH2:23][CH3:24])=[O:21])[C:17]3[C:12](=[CH:13][CH:14]=[CH:15][CH:16]=3)[N:11]=2)=[CH:6][CH:5]=1)([O-])=O.[OH-].[Na+].[O-]S([O-])(=S)=O.[Na+].[Na+]>O>[NH2:1][C:4]1[CH:9]=[CH:8][C:7]([C:10]2[N:19]=[C:18]([C:20]([O:22][CH2:23][CH3:24])=[O:21])[C:17]3[C:12](=[CH:13][CH:14]=[CH:15][CH:16]=3)[N:11]=2)=[CH:6][CH:5]=1 |f:1.2,3.4.5|. Reported procedure: Into a 100-mL 3-necked round-bottom flask purged and maintained with an inert atmosphere of nitrogen, was placed ethyl 2-(4-nitrophenyl)quinazoline-4-carboxylate (1.2 g, 3.71 mmol, 1.00 equiv), water (13 mL), sodium hydroxide (150 mg, 3.75 mmol, 2.00 equiv) and sodium hyposulfite (1.3 g, 2.00 equiv). The resulting solution was stirred for 12 h at 80° C. in an oil bath. The solids were filtered out. The filter cake was washed with 1×50 mL of ethanol. The resulting mixture was concentrated under v... The reactants are CCOC(=O)CCCC(=CC(CC(=O)OCC)NC=O)CBr, CC(C)OP(OC(C)C)OC(C)C. Product: CCOC(=O)CCCC(=CC(CC(=O)OCC)NC=O)CP(=O)(OC(C)C)OC(C)C. Reaction SMILES: [CH:1](=[O:2])[NH:3][CH:4]([CH2:5][C:6](=[O:7])[O:8][CH2:9][CH3:10])[CH:11]=[C:12]([CH2:13][CH2:14][CH2:15][C:16](=[O:17])[O:18][CH2:19][CH3:20])[CH2:21][Br:22].[CH:23]([CH3:24])([CH3:25])[O:26][P:27]([O:28][CH:29]([CH3:30])[CH3:31])[O:32][CH:33]([CH3:34])[CH3:35]>>[CH:1](=[O:2])[NH:3][CH:4]([CH2:5][C:6](=[O:7])[O:8][CH2:9][CH3:10])[CH:11]=[C:12]([CH2:13][CH2:14][CH2:15][C:16](=[O:17])[O:18][CH2:19][CH3:20])[CH2:21][P:27]([O:26][CH:23]([CH3:24])[CH3:25])([O:28][CH:29]([CH3:30])[CH3:31])=[O:32].